Dataset: the Open Reaction Database (ORD), a public repository of structured organic reaction records. Task: describe an organic reaction: reactants, conditions, products, and yield Starting materials: CS(=O)(=O)C1=NC=CC(=N1)C1=CC=C(S1)/C=C/C(C)O ((E)-4-[5-(2-Methanesulfonyl-pyrimidin-4-yl)-thiophen-2-yl]-but-3-en-2-ol), CC1(NC(CC(C1)N)(C)C)C (2,2,6,6-tetramethyl-piperidin-4-ylamine), CCN(C(C)C)C(C)C (DIEA). Solvent: CO (MeOH). Conditions: temperature 120 celsius. Product: CC1(NC(CC(C1)NC1=NC=CC(=N1)C1=CC=C(S1)/C=C/C(C)O)(C)C)C ((E)-4-{5-[2-(2,2,6,6-Tetramethyl-piperidin-4-ylamino)-pyrimidin-4-yl]-thiophen-2-yl}-but-3-en-2-ol). As a reaction SMILES: CS([C:5]1[N:10]=[C:9]([C:11]2[S:15][C:14](/[CH:16]=[CH:17]/[CH:18]([OH:20])[CH3:19])=[CH:13][CH:12]=2)[CH:8]=[CH:7][N:6]=1)(=O)=O.[CH3:21][C:22]1([CH3:31])[CH2:27][CH:26]([NH2:28])[CH2:25][C:24]([CH3:30])([CH3:29])[NH:23]1.CCN(C(C)C)C(C)C>CO>[CH3:21][C:22]1([CH3:31])[CH2:27][CH:26]([NH:28][C:5]2[N:10]=[C:9]([C:11]3[S:15][C:14](/[CH:16]=[CH:17]/[CH:18]([OH:20])[CH3:19])=[CH:13][CH:12]=3)[CH:8]=[CH:7][N:6]=2)[CH2:25][C:24]([CH3:30])([CH3:29])[NH:23]1. Procedure: (E)-4-[5-(2-Methanesulfonyl-pyrimidin-4-yl)-thiophen-2-yl]-but-3-en-2-ol (100 mg, 0.32 mmol) was mixed with 2,2,6,6-tetramethyl-piperidin-4-ylamine (0.2 ml, 1.15 mmol) and DIEA (0.2 ml, 1.17 mmol) and heated to 120° C. in a closed flask for 2 hours. The residue was then diluted with MeOH and purified by preparative HPLC to give the title compound. Yield: 25 mg (20%). Product: Cl.Cl.FCC(CCN)N (1-fluoro-2,4-diaminobutane dihydrochloride). Reported procedure: To a solution of 5-fluoro-4-amino-pentanoic acid (6.75 g, 50 mmoles) in conc. sulfuric acid (49 g, 0.5 moles) is added a solution of hydrazoic acid in chloroform (1.14 N, 44 mL) at 40° C. with vigorous stirring. Heating and stirring are continued until the end of carbon dioxide evolution (6 hours). The reaction mixture is poured into water (500 mL), heated to boiling and the sulfate is precipitated with barium chloride (105 g in 400 mL of water). After cooling to room temperature, barium sulfate... Reactants: C(=O)=O (carbon dioxide), FCC(CCC(=O)O)N (5-fluoro-4-amino-pentanoic acid), S(O)(O)(=O)=O (sulfuric acid), N=[N+]=[N-] (hydrazoic acid), C(Cl)(Cl)Cl (chloroform). Isolated yield 53.0%. As a reaction SMILES: [F:1][CH2:2][CH:3]([NH2:9])[CH2:4][CH2:5]C(O)=O.S(=O)(=O)(O)O.[NH:15]=[N+]=[N-].C(=O)=O.C(Cl)(Cl)[Cl:22]>O>[ClH:22].[ClH:22].[F:1][CH2:2][CH:3]([NH2:9])[CH2:4][CH2:5][NH2:15] |f:6.7.8|. Solvent: O (water).